The task is: describe an organic reaction: reactants, conditions, products, and yield. This data is from the Open Reaction Database (ORD), a public repository of structured organic reaction records. Starting materials: COC(=O)c1ccc(COc2cc(Cl)cc([N+](=O)[O-])c2)cc1, CO, [Na+], [OH-]. The product is O=C(O)c1ccc(COc2cc(Cl)cc([N+](=O)[O-])c2)cc1. As a reaction SMILES: [CH3:1][O:2][C:3]([c:4]1[cH:5][cH:6][c:7]([CH2:10][O:11][c:12]2[cH:13][c:14]([Cl:21])[cH:15][c:16]([N+:18](=[O:19])[O-:20])[cH:17]2)[cH:8][cH:9]1)=[O:22].[CH3:25][OH:26].[Na+:24].[OH-:23]>>[O:2]=[C:3]([c:4]1[cH:5][cH:6][c:7]([CH2:10][O:11][c:12]2[cH:13][c:14]([Cl:21])[cH:15][c:16]([N+:18](=[O:19])[O-:20])[cH:17]2)[cH:8][cH:9]1)[OH:22]. Starting materials: COC(CCCCCCCN1C(NC2=C1C=CC=C2)=O)=O (8-(2-oxo-benzimidazolin-1-yl)-caprylic acid methyl ester), [OH-].[Na+] (NaOH). The product is O=C1NC2=C(N1CCCCCCCC(=O)O)C=CC=C2 (8-(2-Oxo-benzimidazolin-1-yl)-caprylic acid). As a reaction SMILES: C[O:2][C:3](=[O:21])[CH2:4][CH2:5][CH2:6][CH2:7][CH2:8][CH2:9][CH2:10][N:11]1[C:15]2[CH:16]=[CH:17][CH:18]=[CH:19][C:14]=2[NH:13][C:12]1=[O:20].[OH-].[Na+]>>[O:20]=[C:12]1[N:11]([CH2:10][CH2:9][CH2:8][CH2:7][CH2:6][CH2:5][CH2:4][C:3]([OH:21])=[O:2])[C:15]2[CH:16]=[CH:17][CH:18]=[CH:19][C:14]=2[NH:13]1 |f:1.2|. Procedure details: The product is produced as described in example 22 from 10 g. of 8-(2-oxo-benzimidazolin-1-yl)-caprylic acid methyl ester and 1.44 g. of NaOH. Starting materials: C(#C)C1=CN=C2N1N=CC=C2 (3-ethynylimidazo[1,2-b]pyridazine), CN([C@H]1CN(CC1)CC1=C(C=C(C=C1)NC(C1=CC(=C(C=C1)C)I)=O)C(F)(F)F)C ((R)—N-(4-((3-(dimethylamino)pyrrolidin-1-yl)methyl)-3-(trifluoromethyl)phenyl)-3-iodo-4-methylbenzamide), C(C)(C)N(C(C)C)CC (N,N-diisopropylethylamine). Reagents/catalysts: C=1C=CC(=CC1)[P](C=2C=CC=CC2)(C=3C=CC=CC3)[Pd]([P](C=4C=CC=CC4)(C=5C=CC=CC5)C=6C=CC=CC6)([P](C=7C=CC=CC7)(C=8C=CC=CC8)C=9C=CC=CC9)[P](C=1C=CC=CC1)(C=1C=CC=CC1)C=1C=CC=CC1 (Pd(PPh3)4), [Cu]I (CuI). Solvent: CN(C)C=O (DMF). Reaction conditions: time 3 day. Product: CN([C@H]1CN(CC1)CC1=C(C=C(C=C1)NC(C1=CC(=C(C=C1)C)C#CC1=CN=C2N1N=CC=C2)=O)C(F)(F)F)C ((R)—N-(4-((3-(dimethylamino)pyrrolidin-1-yl)methyl)-3-(trifluoromethyl)phenyl)-3-(imidazo[1,2-b]pyridazin-3-ylethynyl)-4-methylbenzamide). Yield: 13.1%. Reaction SMILES: [C:1]([C:3]1[N:7]2[N:8]=[CH:9][CH:10]=[CH:11][C:6]2=[N:5][CH:4]=1)#[CH:2].[CH3:12][N:13]([CH3:41])[C@@H:14]1[CH2:18][CH2:17][N:16]([CH2:19][C:20]2[CH:25]=[CH:24][C:23]([NH:26][C:27](=[O:36])[C:28]3[CH:33]=[CH:32][C:31]([CH3:34])=[C:30](I)[CH:29]=3)=[CH:22][C:21]=2[C:37]([F:40])([F:39])[F:38])[CH2:15]1.C(N(CC)C(C)C)(C)C>CN(C=O)C.C1C=CC([P]([Pd]([P](C2C=CC=CC=2)(C2C=CC=CC=2)C2C=CC=CC=2)([P](C2C=CC=CC=2)(C2C=CC=CC=2)C2C=CC=CC=2)[P](C2C=CC=CC=2)(C2C=CC=CC=2)C2C=CC=CC=2)(C2C=CC=CC=2)C2C=CC=CC=2)=CC=1.[Cu]I>[CH3:41][N:13]([CH3:12])[C@@H:14]1[CH2:18][CH2:17][N:16]([CH2:19][C:20]2[CH:25]=[CH:24][C:23]([NH:26][C:27](=[O:36])[C:28]3[CH:33]=[CH:32][C:31]([CH3:34])=[C:30]([C:2]#[C:1][C:3]4[N:7]5[N:8]=[CH:9][CH:10]=[CH:11][C:6]5=[N:5][CH:4]=4)[CH:29]=3)=[CH:22][C:21]=2[C:37]([F:40])([F:39])[F:38])[CH2:15]1 |^1:59,61,80,99|. Procedure details: A mixture of 3-ethynylimidazo[1,2-b]pyridazine (0.051 g, 0.34 mmol), 0.150 g (0.28 mmol) of (R)—N-(4-((3-(dimethylamino)pyrrolidin-1-yl)methyl)-3-(trifluoromethyl)phenyl)-3-iodo-4-methylbenzamide, 0.016 g (0.014 mmol) of Pd(PPh3)4, 0.004 g (0.021 mmol) of CuI, and 0.09 mL (0.51 mmol) of N,N-diisopropylethylamine in 3.5 mL of DMF was stirred at ambient temperature, under an atmosphere of N2, for 3 days (reaction pushed to completion with additional equivalents of reagents and heating to 80° C.). ... The reactants are OS(=O)(=O)O (H2SO4), C(C)(CC)POCC (ethyl sec-butylphosphinite), C(C(C)C)[Mg]Br (iso-butyl magnesium bromide). Run in O1CCCC1 (tetrahydrofuran), O1CCCC1 (tetrahydrofuran). The product is C(C(C)C)P(C(C)CC)=O (isobutyl sec-butyl-phosphine oxide). RXN SMILES: [CH:1]([PH:5][O:6]CC)([CH2:3][CH3:4])[CH3:2].[CH2:9]([Mg]Br)[CH:10]([CH3:12])[CH3:11].OS(O)(=O)=O>O1CCCC1>[CH2:9]([PH:5](=[O:6])[CH:1]([CH2:3][CH3:4])[CH3:2])[CH:10]([CH3:12])[CH3:11]. Reported procedure: A solution of ethyl sec-butylphosphinite (25g., 0.17 mole) in tetrahydrofuran (50 ml.) was added dropwise to a cooled solution of iso-butyl magnesium bromide (0.4 mole) in tetrahydrofuran (150 ml.). The mixture was then heated under reflux for 18 hours. The mixture was then cooled, hydrolysed with 2N H2SO4, and extracted with methylene dichloride. The combined extracts were washed with NaHCO3 solution and then dried (MgSO4). The solvent was removed by distillation and the residue was distilled u... The reactants are CC(=O)O, CCO, ClC(Cl)Cl, [Fe], O=[N+]([O-])c1cccc(-c2ccc3ccccc3c2)c1. Yields the product Nc1cccc(-c2ccc3ccccc3c2)c1. As a reaction SMILES: [CH3:20][C:21](=[O:22])[OH:23].[CH3:24][CH2:25][OH:26].[CH:27]([Cl:28])([Cl:29])[Cl:30].[Fe:31].[cH:1]1[c:2](-[c:11]2[cH:12][c:13]([N+:17]([O-:18])=[O:19])[cH:14][cH:15][cH:16]2)[cH:3][cH:4][c:5]2[cH:6][cH:7][cH:8][cH:9][c:10]12>>[cH:1]1[c:2](-[c:11]2[cH:12][c:13]([NH2:17])[cH:14][cH:15][cH:16]2)[cH:3][cH:4][c:5]2[cH:6][cH:7][cH:8][cH:9][c:10]12. Reactants: CC(C)CCC(C(=CCC)C)O (2,6-dimethyl-6-nonen-5-ol), 12, COC(=C)C (isopropenyl methyl ether). The reagents and catalysts are Cl (hydrochloric acid). The solvent is CCCCCC (hexane). The product is COC(C)(OC(CCC(C)C)C(=CCC)C)C (5-[1'-methoxy-1'-methyl-ethoxy]-2,6-dimethyl-6-nonene). RXN SMILES: [CH3:1][CH:2]([CH2:4][CH2:5][CH:6]([OH:12])[C:7]([CH3:11])=[CH:8][CH2:9][CH3:10])[CH3:3].[CH3:13][O:14][C:15]([CH3:17])=[CH2:16]>Cl.CCCCCC>[CH3:13][O:14][C:15]([CH3:17])([O:12][CH:6]([C:7]([CH3:11])=[CH:8][CH2:9][CH3:10])[CH2:5][CH2:4][CH:2]([CH3:3])[CH3:1])[CH3:16]. Procedure details: 10 g of 2,6-dimethyl-6-nonen-5-ol and 12 7 g of isopropenyl methyl ether are mixed and treated with 3 drops of concentrated hydrochloric acid. The mixture is subsequently held at reflux temperature for 15 hours, cooled, taken up in hexane and washed neutral with sodium hydrogen carbonate solution and water. After distillation of the solvent, there are obtained 14.1 g of crude 5-[1'-methoxy-1'-methyl-ethoxy]-2,6-dimethyl-6-nonene which are rectified in a water-jet pump vacuum (boiling point 109° ... Starting materials: FC(C(=O)O)(F)F.NCC1=NN(N=C1)C[C@H]1NC([C@H]1NC(OCC1=CC=CC=C1)=O)=O (benzyl ((2R,3S)-2-((4-(aminomethyl)-2H-1,2,3-triazol-2-yl)methyl)-4-oxoazetidin-3-yl)carbamate 2,2,2-trifluoroacetate), CCN(C(C)C)C(C)C (DIPEA), C(C)(C)(C)OC(=O)N(C(=NC(=O)OC(C)(C)C)N1N=CC=C1)CC1CN(C1)C(=O)OC(C)(C)C (tert-butyl 3-((N,N′-bis(tert-butoxycarbonyl)-1H-pyrazole-1-carboximidamido)methyl)azetidine-1-carboxylate). Run in O1CCOCC1 (dioxane), O1CCOCC1 (dioxane). Reaction conditions: temperature 60 celsius. Product: C(C1=CC=CC=C1)OC(=O)N[C@H]1[C@H](NC1=O)CN1N=CC(=N1)CNC(N(C(=O)OC(C)(C)C)CC1CN(C1)C(=O)OC(C)(C)C)=NC(=O)OC(C)(C)C (tert-butyl 3-((3-((2-(((2R,3S)-3-(((benzyloxy)carbonyl)amino)-4-oxoazetidin-2-yl)methyl)-2H-1,2,3-triazol-4-yl)methyl)-1,2-bis(tert-butoxycarbonyl)guanidino)methyl)azetidine-1-carboxylate). Yield: 68.7%. RXN SMILES: FC(F)(F)C(O)=O.[NH2:8][CH2:9][C:10]1[CH:14]=[N:13][N:12]([CH2:15][C@@H:16]2[C@H:19]([NH:20][C:21](=[O:30])[O:22][CH2:23][C:24]3[CH:29]=[CH:28][CH:27]=[CH:26][CH:25]=3)[C:18](=[O:31])[NH:17]2)[N:11]=1.CCN(C(C)C)C(C)C.[C:41]([O:45][C:46]([N:48]([CH2:63][CH:64]1[CH2:67][N:66]([C:68]([O:70][C:71]([CH3:74])([CH3:73])[CH3:72])=[O:69])[CH2:65]1)[C:49](N1C=CC=N1)=[N:50][C:51]([O:53][C:54]([CH3:57])([CH3:56])[CH3:55])=[O:52])=[O:47])([CH3:44])([CH3:43])[CH3:42]>O1CCOCC1>[CH2:23]([O:22][C:21]([NH:20][C@@H:19]1[C:18](=[O:31])[NH:17][C@@H:16]1[CH2:15][N:12]1[N:11]=[C:10]([CH2:9][NH:8][C:49](=[N:50][C:51]([O:53][C:54]([CH3:57])([CH3:56])[CH3:55])=[O:52])[N:48]([CH2:63][CH:64]2[CH2:65][N:66]([C:68]([O:70][C:71]([CH3:72])([CH3:74])[CH3:73])=[O:69])[CH2:67]2)[C:46]([O:45][C:41]([CH3:44])([CH3:42])[CH3:43])=[O:47])[CH:14]=[N:13]1)=[O:30])[C:24]1[CH:29]=[CH:28][CH:27]=[CH:26][CH:25]=1 |f:0.1|. Procedure: To a solution of benzyl ((2R,3S)-2-((4-(aminomethyl)-2H-1,2,3-triazol-2-yl)methyl)-4-oxoazetidin-3-yl)carbamate 2,2,2-trifluoroacetate (340 mg, 0.77 mmol) in dioxane (6 mL) was added DIPEA (0.147 mL, 0.842 mmol) and a solution of tert-butyl 3-((N,N′-bis(tert-butoxycarbonyl)-1H-pyrazole-1-carboximidamido)methyl)azetidine-1-carboxylate (367 mg, 0.765 mmol) in dioxane (1 mL). After heating to 60° C. for 12 h, the reaction mixture was concentrated in vacuo and purified via silica gel chromatography ... Reactants: O=C(O)Cn1nccc1NC(c1ccccc1)(c1ccccc1)c1ccccc1, CCOCC, [Li]C, C1CCOC1, O. Yields the product CC(=O)Cn1nccc1NC(c1ccccc1)(c1ccccc1)c1ccccc1. As a reaction SMILES: [C:3](=[O:4])([OH:5])[CH2:6][n:7]1[n:8][cH:9][cH:10][c:11]1[NH:12][C:13]([c:14]1[cH:15][cH:16][cH:17][cH:18][cH:19]1)([c:20]1[cH:21][cH:22][cH:23][cH:24][cH:25]1)[c:26]1[cH:27][cH:28][cH:29][cH:30][cH:31]1.[CH3:33][CH2:34][O:35][CH2:36][CH3:37].[Li:1][CH3:2].[O:38]1[CH2:39][CH2:40][CH2:41][CH2:42]1.[OH2:32]>>[CH3:2][C:3](=[O:5])[CH2:6][n:7]1[n:8][cH:9][cH:10][c:11]1[NH:12][C:13]([c:14]1[cH:15][cH:16][cH:17][cH:18][cH:19]1)([c:20]1[cH:21][cH:22][cH:23][cH:24][cH:25]1)[c:26]1[cH:27][cH:28][cH:29][cH:30][cH:31]1.